Dataset: the Open Reaction Database (ORD), a public repository of structured organic reaction records. Task: describe an organic reaction: reactants, conditions, products, and yield Reactants: OC1=CC=C(C=C1)CCCCCCC(C(CC)=O)C(CC)=O (4-[6-(4-Hydroxyphenyl)hexyl]-3,5-heptanedione), [I-].[K+] (potassium iodide), C(C)OCCBr (2-bromoethyl ethyl ether), C([O-])([O-])=O.[K+].[K+] (potassium carbonate). Solvent: CC(=O)C (acetone). Conditions: time 3 day. Product: C(C)OCCOC1=CC=C(C=C1)CCCCCCC(C(CC)=O)C(CC)=O (4-{6-[4-(2-ethoxyethoxy)phenyl]hexyl}-3,5-heptanedione). As a reaction SMILES: [OH:1][C:2]1[CH:7]=[CH:6][C:5]([CH2:8][CH2:9][CH2:10][CH2:11][CH2:12][CH2:13][CH:14]([C:19](=[O:22])[CH2:20][CH3:21])[C:15](=[O:18])[CH2:16][CH3:17])=[CH:4][CH:3]=1.[CH2:23]([O:25][CH2:26][CH2:27]Br)[CH3:24].C(=O)([O-])[O-].[K+].[K+].[I-].[K+]>CC(C)=O>[CH2:23]([O:25][CH2:26][CH2:27][O:1][C:2]1[CH:3]=[CH:4][C:5]([CH2:8][CH2:9][CH2:10][CH2:11][CH2:12][CH2:13][CH:14]([C:15](=[O:18])[CH2:16][CH3:17])[C:19](=[O:22])[CH2:20][CH3:21])=[CH:6][CH:7]=1)[CH3:24] |f:2.3.4,5.6|. Reported procedure: A mixture of 3.9 g. of 4-[6-(4-hydroxyphenyl)hexyl]-3,5-heptanedione (Example 28), 12 g. of 2-bromoethyl ethyl ether, 4 g. of potassium carbonate and 1 g. of potassium iodide in 40 ml. of acetone was heated at reflux for 48 hours and then allowed to stand at room temperature for three days. The reaction mixture was then filtered and concentrated to remove the solvent. The residue was distilled at 200°-205° C. (0.001 mm.) to give 4-{6-[4-(2-ethoxyethoxy)phenyl]hexyl}-3,5-heptanedione as a light y...